From a dataset of the Open Reaction Database (ORD), a public repository of structured organic reaction records. describe an organic reaction: reactants, conditions, products, and yield Reactants: CNC(CC(C(=O)N)C1=CNC2=CC=C(C=C12)NC(=O)C1=CC=CC=C1)=O (N-methyl-3-(5-phenylcarbonylaminoindol-3-yl)succinamide), [H-].[Al+3].[Li+].[H-].[H-].[H-] (lithium aluminum hydride), O (water), O.O.O.O.O.O.O.O.O.O.S(=O)(=O)([O-])[O-].[Na+].[Na+] (Sodium sulfate decahydrate). Solvent: O1CCCC1 (tetrahydrofuran), C(C)(=O)OCC (ethyl acetate). Reaction conditions: time 24 hour. The product is C(C1=CC=CC=C1)NC=1C=C2C(=CNC2=CC1)C1CN(CC1)C (5-Benzylamino-3-(N-methylpyrrolidin-3-yl)-1H-indole). Yield: 49.1%. Reaction SMILES: [CH3:1][NH:2][C:3](=O)[CH2:4][CH:5]([C:9]1[C:17]2[C:12](=[CH:13][CH:14]=[C:15]([NH:18][C:19]([C:21]3[CH:26]=[CH:25][CH:24]=[CH:23][CH:22]=3)=O)[CH:16]=2)[NH:11][CH:10]=1)[C:6](N)=O.[H-].[Al+3].[Li+].[H-].[H-].[H-].O.O.O.O.O.O.O.O.O.O.S([O-])([O-])(=O)=O.[Na+].[Na+].O>O1CCCC1.C(OCC)(=O)C>[CH2:19]([NH:18][C:15]1[CH:16]=[C:17]2[C:12](=[CH:13][CH:14]=1)[NH:11][CH:10]=[C:9]2[CH:5]1[CH2:4][CH2:3][N:2]([CH3:1])[CH2:6]1)[C:21]1[CH:22]=[CH:23][CH:24]=[CH:25][CH:26]=1 |f:1.2.3.4.5.6,7.8.9.10.11.12.13.14.15.16.17.18.19|. Reported procedure: To a stirred solution of N-methyl-3-(5-phenylcarbonylaminoindol-3-yl)succinamide (18.31 g, 52.71 mmol) in anhydrous tetrahydrofuran (270 mL) at 0° C. was added lithium aluminum hydride (20.01 g, 527 mmol, 10 eq) as a solid portionwise over 45 minutes. The resulting reaction mixture was stirred at room temperature under nitrogen for 24 hours. Sodium sulfate decahydrate (50 g) was then carefully added to the reaction mixture followed by water (5 mL) and ethyl acetate (100 mL). The resulting mixtur... Starting materials: COC(=O)c1ccccc1O, O=C([O-])[O-], CN(C)C=O, ClCc1ccncc1, Cl, [K+], [K+], O. Product: COC(=O)c1ccccc1OCc1ccncc1. RXN SMILES: [C:1]([c:2]1[c:3]([OH:4])[cH:5][cH:6][cH:7][cH:8]1)(=[O:9])[O:10][CH3:11].[C:21](=[O:22])([O-:23])[O-:24].[CH3:28][N:29]([CH3:30])[CH:31]=[O:32].[Cl:13][CH2:14][c:15]1[cH:16][cH:17][n:18][cH:19][cH:20]1.[ClH:12].[K+:25].[K+:26].[OH2:27]>>[C:1]([c:2]1[c:3]([O:4][CH2:14][c:15]2[cH:16][cH:17][n:18][cH:19][cH:20]2)[cH:5][cH:6][cH:7][cH:8]1)(=[O:9])[O:10][CH3:11]. Starting materials: Cn1c(=O)c2c(ncn2CCCCCCBr)n(C)c1=O, CC(=O)[O-], CC(=O)OC(C)=O, CC(=O)O, [I-], [K+], [K+], O=c1[nH]c(=O)c2[nH]cnc2[nH]1. The product is Cn1c(=O)c2c(ncn2CCCCCCO)n(C)c1=O. As a reaction SMILES: [CH3:1][n:2]1[c:3](=[O:4])[n:5]([CH3:20])[c:6]2[n:7][cH:8][n:9]([CH2:13][CH2:14][CH2:15][CH2:16][CH2:17][CH2:18][Br:19])[c:10]2[c:11]1=[O:12].[CH3:22][C:23]([O-:24])=[O:25].[CH3:39][C:40]([O:41][C:42](=[O:43])[CH3:44])=[O:45].[CH3:46][C:47](=[O:48])[OH:49].[I-:38].[K+:21].[K+:37].[nH:26]1[c:27](=[O:28])[c:29]2[nH:30][cH:31][n:32][c:33]2[nH:34][c:35]1=[O:36]>>[CH3:1][n:2]1[c:3](=[O:4])[n:5]([CH3:20])[c:6]2[n:7][cH:8][n:9]([CH2:13][CH2:14][CH2:15][CH2:16][CH2:17][CH2:18][OH:24])[c:10]2[c:11]1=[O:12].